Dataset: the Open Reaction Database (ORD), a public repository of structured organic reaction records. Task: describe an organic reaction: reactants, conditions, products, and yield Reactants: C(C1=CC=CC=C1)OC(=O)NC1(C(=O)NC(C1)=O)C(=O)OCC (2-benzyloxycarbonylamino-2-ethoxycarbonyl succinimide), resultant mixture, CCCCCC (hexane), COC(C)(C)C (t-butyl methyl ether). Run in O1CCCC1 (tetrahydrofuran), P(=O)([O-])([O-])[O-] (phosphate). The product is C(C1=CC=CC=C1)OC(=O)N[C@]1(C(=O)NC(C1)=O)C(=O)OCC ((R)-2-benzyloxycarbonylamino-2-ethoxycarbonyl succinimide). Isolated yield 36.0%. Reaction SMILES: COC(C)(C)C.CCCCCC.[CH2:13]([O:20][C:21]([NH:23][C:24]1([C:31]([O:33][CH2:34][CH3:35])=[O:32])[CH2:29][C:28](=[O:30])[NH:27][C:25]1=[O:26])=[O:22])[C:14]1[CH:19]=[CH:18][CH:17]=[CH:16][CH:15]=1>P([O-])([O-])([O-])=O.O1CCCC1>[CH2:13]([O:20][C:21]([NH:23][C@:24]1([C:31]([O:33][CH2:34][CH3:35])=[O:32])[CH2:29][C:28](=[O:30])[NH:27][C:25]1=[O:26])=[O:22])[C:14]1[CH:19]=[CH:18][CH:17]=[CH:16][CH:15]=1. Procedure: 0.5 g of esterase (PLE (21 kU/g); manufactured by Sigma-Aldrich Corporation, lyophilized powder) were dissolved in 200 mL of 0.07 mol/L phosphate buffer solution of which pH value was adjusted to 6-5 and thereto, a solution in which 10 g of 2-benzyloxycarbonylamino-2-ethoxycarbonyl succinimide were dissolved in 20 g of tetrahydrofuran was added. The resultant mixture was stirred at 30° C. for 48 hours and thereto, 100 mL of t-butyl methyl ether were added. Thereafter, the resultant mixture was f... Starting materials: C(C)(C)NC1=C(N=NC(=C1)Cl)NN (4-isopropylamino-6-chloro-3-hydrazino pyridazine), C(C)NC1=C(N=NC(=C1)Cl)NN (4-ethylamino-6-chloro-3-hydrazino pyridazine). Product: Cl.Cl.C(C)(C)NC1=C(N=NC(=C1)Cl)NN (4-isopropylamino-6-chloro-3-hydrazino pyridazine dihydrochloride). Reaction SMILES: [CH:1]([NH:4][C:5]1[CH:10]=[C:9]([Cl:11])[N:8]=[N:7][C:6]=1[NH:12][NH2:13])([CH3:3])[CH3:2].C(NC1C=C([Cl:23])N=NC=1NN)C>>[ClH:11].[ClH:23].[CH:1]([NH:4][C:5]1[CH:10]=[C:9]([Cl:11])[N:8]=[N:7][C:6]=1[NH:12][NH2:13])([CH3:3])[CH3:2] |f:2.3.4|. Reported procedure: When 4-isopropylamino-6-chloro-3-hydrazino pyridazine is substituted for 4-ethylamino-6-chloro-3-hydrazino pyridazine in the preceeding process, 4-isopropylamino-6-chloro-3-hydrazino pyridazine dihydrochloride (m.p. 209° to 212°C.) is obtained. Starting materials: Br, CN(C)c1ccc(-c2ccncc2)cc1, Cl, c1ccncc1. Reaction SMILES: [BrH:23].[CH3:1][N:2]([c:3]1[cH:4][cH:5][c:6](-[c:9]2[cH:10][cH:11][n:12][cH:13][cH:14]2)[cH:7][cH:8]1)[CH3:15].[ClH:16].[n:17]1[cH:18][cH:19][cH:20][cH:21][cH:22]1>>[NH2:2][c:3]1[cH:4][cH:5][c:6](-[c:9]2[cH:10][cH:11][n:12][cH:13][cH:14]2)[cH:7][cH:8]1. Yields the product Nc1ccc(-c2ccncc2)cc1.